This data is from the Open Reaction Database (ORD), a public repository of structured organic reaction records. The task is: describe an organic reaction: reactants, conditions, products, and yield Reactants: hexane-ether, saturated aqueous solution, C(C(=O)O)(=O)O (oxalic acid), BrCC1=CC=C(C=C1)CBr (α,α'-dibromo-p-xylene). The solvent is C1CCOC1 (THF). Conditions: time 12 hour. The product is C(C)(C)(C)OC(=O)CCC1=CC=C(C=C1)CCC(=O)OC(C)(C)C (t-butyl 3-[4-(2-t-butoxycarbonylethyl)phenyl]propionate). Yield: 75.0%. As a reaction SMILES: Br[CH2:2][C:3]1[CH:8]=[CH:7][C:6]([CH2:9]Br)=[CH:5][CH:4]=1.[C:11](O)(=O)[C:12]([OH:14])=[O:13]>C1COCC1>[C:3]([O:13][C:12]([CH2:11][CH2:2][C:3]1[CH:8]=[CH:7][C:6]([CH2:9][CH2:11][C:12]([O:14][C:6]([CH3:9])([CH3:7])[CH3:5])=[O:13])=[CH:5][CH:4]=1)=[O:14])([CH3:8])([CH3:4])[CH3:2]. Procedure details: To a mixture of 200 ml of THF and 44 ml (0.315 mol) of diisopropylamine was added 168 ml (286 mmols) of hexane solution of 1.70 mol dm-3 butyl lithium at 0° C. The mixture was stirred at 0° C. for 10 minutes and then cooled to -78° C. To the mixture was added 35 ml (260 mmols) of t-butyl acetate, followed by stirring for 1 hour. To the lithium enolate thus formed was added 300 ml of THF solution of 26.4 g (0.1 mol) of α,α'-dibromo-p-xylene. The reaction mixture was stirred at -78° C. to room tem...